Dataset: the Open Reaction Database (ORD), a public repository of structured organic reaction records. Task: describe an organic reaction: reactants, conditions, products, and yield Procedure details: (R)-tert-butyl 4-(4-chlorophthalazin-1-yl)-3-methylpiperazine-1-carboxylate (1.20 g, 3.31 mmol) was dissolved in dry dichloromethane (40 mL). Trifluoroacetic acid (8 mL) was added dropwise and allowed to stir at RT for 2 hours. The reaction was added to saturated NaHCO3 (200 mL) and the aqueous phase was extracted with 3×100 mL of dichloromethane. The combined organics were dried (MgSO4) and evaporated to give a pale yellow solid. MS (M+H)+=263.1. As a reaction SMILES: [Cl:1][C:2]1[C:11]2[C:6](=[CH:7][CH:8]=[CH:9][CH:10]=2)[C:5]([N:12]2[CH2:17][CH2:16][N:15](C(OC(C)(C)C)=O)[CH2:14][C@H:13]2[CH3:25])=[N:4][N:3]=1.FC(F)(F)C(O)=O.C([O-])(O)=O.[Na+]>ClCCl>[Cl:1][C:2]1[C:11]2[C:6](=[CH:7][CH:8]=[CH:9][CH:10]=2)[C:5]([N:12]2[CH2:17][CH2:16][NH:15][CH2:14][C@H:13]2[CH3:25])=[N:4][N:3]=1 |f:2.3|. Conditions: time 2 hour. Yields the product ClC1=NN=C(C2=CC=CC=C12)N1[C@@H](CNCC1)C ((R)-1-chloro-4-(2-methylpiperazin-1-yl)phthalazine). The reactants are FC(C(=O)O)(F)F (Trifluoroacetic acid), ClC1=NN=C(C2=CC=CC=C12)N1[C@@H](CN(CC1)C(=O)OC(C)(C)C)C ((R)-tert-butyl 4-(4-chlorophthalazin-1-yl)-3-methylpiperazine-1-carboxylate), C(=O)(O)[O-].[Na+] (NaHCO3). Run in ClCCl (dichloromethane). The reactants are C(C)(=O)NC(CC=1C2=C(SC1)C=CC=C2)C(C=CC2=CC(=CC(=C2)C(F)(F)F)C(F)(F)F)=O (2-Acetamido-1-(3-benzo[b]thienyl)-5-(3,5-bistrifluoromethylphenyl)-4-penten-3-one). The reagents and catalysts are [Pd] (Pd/C). Solvent: O1CCCC1 (tetrahydrofuran). Yields the product C(C)(=O)NC(CC=1C2=C(SC1)C=CC=C2)C(CCC2=CC(=CC(=C2)C(F)(F)F)C(F)(F)F)=O (2-Acetamido-1-(3-benzo[b]thienyl)-5-(3,5-bistrifluoromethylphenyl)-3-pentanone). Yield: 59.8%. Reaction SMILES: [C:1]([NH:4][CH:5]([C:16](=[O:33])[CH:17]=[CH:18][C:19]1[CH:24]=[C:23]([C:25]([F:28])([F:27])[F:26])[CH:22]=[C:21]([C:29]([F:32])([F:31])[F:30])[CH:20]=1)[CH2:6][C:7]1[C:8]2[CH:15]=[CH:14][CH:13]=[CH:12][C:9]=2[S:10][CH:11]=1)(=[O:3])[CH3:2]>O1CCCC1.[Pd]>[C:1]([NH:4][CH:5]([C:16](=[O:33])[CH2:17][CH2:18][C:19]1[CH:24]=[C:23]([C:25]([F:28])([F:26])[F:27])[CH:22]=[C:21]([C:29]([F:30])([F:31])[F:32])[CH:20]=1)[CH2:6][C:7]1[C:8]2[CH:15]=[CH:14][CH:13]=[CH:12][C:9]=2[S:10][CH:11]=1)(=[O:3])[CH3:2]. Reported procedure: 2-Acetamido-1-(3-benzo[b]thienyl)-5-(3,5-bistrifluoromethylphenyl)-4-penten-3-one (2.0 g) was hydrogenated in tetrahydrofuran (100 ml) using 10% Pd/C (0.5 g) at 50 p.s.i. The product was purified by chromatography on silica using ethyl acetate/petroleum ether (bp 60°-80° C.)(1:1) to yield the title compound as a white solid (1.2 g), mp=83°-84° C.; found: C, 56.41; H, 3.81; N, 2.84; C23H19F6NO2S requires C, 56.67; H, 3.93; N, 2.87%. The reactants are Oc1ccc(Br)cc1, OC12CC3CC(CC(C3)C1)C2, ClCCl, O=S(=O)(O)O. The product is Oc1ccc(Br)cc1C12CC3CC(CC(C3)C1)C2. RXN SMILES: [Br:1][c:2]1[cH:3][cH:4][c:5]([OH:8])[cH:6][cH:7]1.[C:9]12([OH:19])[CH2:10][CH:11]3[CH2:12][CH:13]([CH2:14][CH:15]([CH2:16]1)[CH2:17]3)[CH2:18]2.[Cl:25][CH2:26][Cl:27].[S:20](=[O:21])(=[O:22])([OH:23])[OH:24]>>[Br:1][c:2]1[cH:3][cH:4][c:5]([OH:8])[c:6]([C:9]23[CH2:10][CH:11]4[CH2:12][CH:13]([CH2:14][CH:15]([CH2:16]2)[CH2:17]4)[CH2:18]3)[cH:7]1.